Dataset: the Open Reaction Database (ORD), a public repository of structured organic reaction records. Task: describe an organic reaction: reactants, conditions, products, and yield The reactants are CC1(OB(OC1(C)C)C1=CC2=C(N=CO2)C=C1)C (6-(4,4,5,5-tetramethyl-1,3,2-dioxaborolan-2-yl)-1,3-benzoxazole), C(=O)([O-])[O-].[K+].[K+] (K2CO3), O (H2O), O (H2O), NC1=C(C(=NC(=C1)Br)C(=O)OC)Cl (methyl 4-amino-6-bromo-3-chloropyridine-2-carboxylate). Reagents/catalysts: Cl[Pd]([P](C1=CC=CC=C1)(C2=CC=CC=C2)C3=CC=CC=C3)([P](C4=CC=CC=C4)(C5=CC=CC=C5)C6=CC=CC=C6)Cl ((PPh3)2PdCl2). The solvent is O1CCOCC1 (dioxane). Run at time 30 minute. Yields the product NC1=C(C(=NC(=C1)C1=CC2=C(N=CO2)C=C1)C(=O)OC)Cl (methyl 4-amino-3-chloro-6-(1,3-benzoxazol-6-yl)pyridine-2-carboxylate). Isolated yield 29.1%. RXN SMILES: [NH2:1][C:2]1[CH:7]=[C:6](Br)[N:5]=[C:4]([C:9]([O:11][CH3:12])=[O:10])[C:3]=1[Cl:13].CC1(C)C(C)(C)OB([C:22]2[CH:30]=[CH:29][C:25]3[N:26]=[CH:27][O:28][C:24]=3[CH:23]=2)O1.C([O-])([O-])=O.[K+].[K+].O>O1CCOCC1.Cl[Pd](Cl)([P](C1C=CC=CC=1)(C1C=CC=CC=1)C1C=CC=CC=1)[P](C1C=CC=CC=1)(C1C=CC=CC=1)C1C=CC=CC=1>[NH2:1][C:2]1[CH:7]=[C:6]([C:22]2[CH:30]=[CH:29][C:25]3[N:26]=[CH:27][O:28][C:24]=3[CH:23]=2)[N:5]=[C:4]([C:9]([O:11][CH3:12])=[O:10])[C:3]=1[Cl:13] |f:2.3.4,^1:47,66|. Procedure: 0.024 g (0.03 mmol) of (PPh3)2PdCl2 is added to a solution of 0.3 g (1.13 mmol) of methyl 4-amino-6-bromo-3-chloropyridine-2-carboxylate in 20 ml of dioxane, and this mixture is stirred at RT for 30 min. In succession, 0.28 g (1.13 mmol) of 6-(4,4,5,5-tetramethyl-1,3,2-dioxaborolan-2-yl)-1,3-benzoxazole, 0.47 g (3.4 mmol) of K2CO3 and 2 g (111 mmol) of H2O are then added to this mixture, which is then stirred under reflux for 6 h. The mixture is allowed to stand at RT for a further 12 h and then... Starting materials: Brc1ccccc1, C1CCOC1, Cc1ccccc1, [Li]CCCC, Nc1ncccn1. Product: Nc1nccc(-c2ccccc2)n1. RXN SMILES: [Br:1][c:2]1[cH:3][cH:4][cH:5][cH:6][cH:7]1.[CH2:20]1[O:21][CH2:22][CH2:23][CH2:24]1.[CH3:25][c:26]1[cH:27][cH:28][cH:29][cH:30][cH:31]1.[CH3:8][CH2:9][CH2:10][CH2:11][Li:12].[NH2:13][c:14]1[n:15][cH:16][cH:17][cH:18][n:19]1>>[c:2]1(-[c:16]2[n:15][c:14]([NH2:13])[n:19][cH:18][cH:17]2)[cH:3][cH:4][cH:5][cH:6][cH:7]1. Starting materials: [N+](=O)([O-])C1=C(C=CC=C1)S(=O)(=O)NC1=CC(=CC=C1)SC(F)(F)F (2-nitro-N-{3-[(trifluoromethyl)sulfanyl]phenyl}benzenesulfonamide). Reagents/catalysts: [Pd] (palladium on charcoal), [Pd] (palladium on charcoal). Solvent: C(C)O.O (ethanol H2O), C(C)O.O (ethanol H2O). Conditions: time 2 day. The product is NC1=C(C=CC=C1)S(=O)(=O)NC1=CC(=CC=C1)SC(F)(F)F (2-amino-N-{3-[(trifluoromethyl)sulfanyl]phenyl}benzenesulfonamide). Isolated yield 81.9%. Reaction SMILES: [N+:1]([C:4]1[CH:9]=[CH:8][CH:7]=[CH:6][C:5]=1[S:10]([NH:13][C:14]1[CH:19]=[CH:18][CH:17]=[C:16]([S:20][C:21]([F:24])([F:23])[F:22])[CH:15]=1)(=[O:12])=[O:11])([O-])=O>C(O)C.O.[Pd]>[NH2:1][C:4]1[CH:9]=[CH:8][CH:7]=[CH:6][C:5]=1[S:10]([NH:13][C:14]1[CH:19]=[CH:18][CH:17]=[C:16]([S:20][C:21]([F:24])([F:23])[F:22])[CH:15]=1)(=[O:12])=[O:11] |f:1.2|. Reported procedure: A solution of 2-nitro-N-{3-[(trifluoromethyl)sulfanyl]phenyl}benzenesulfonamide (605 mg, 1.6 mmol) in ethanol/H2O (4:1, 50 mL total reaction volume) was added to a suspension of 10% palladium on charcoal (50 mg) in ethanol/H2O (4:1) and the mixture stirred at rt under an atmosphere of H2 for approximately 2 d. After this time further 10% palladium on charcoal (75 mg) was added and the reaction mixture stirred under an atmosphere of H2 at rt for 3 h. Filtration and concentration in vacuo yielded ...